From a dataset of the Open Reaction Database (ORD), a public repository of structured organic reaction records. describe an organic reaction: reactants, conditions, products, and yield Reactants: O=S1(N(CCC1)C1=NC=C(C(=O)OCC)C=C1)=O (ethyl 6-(1,1-dioxo-1λ6-isothiazolidin-2-yl)nicotinate), CC=1C(=NC(=C(C1)C)C)N1CCNCC1 (1-(3,5,6-trimethylpyridin-2-yl)piperazine). Yields the product O=S1(N(CCC1)C1=CC=C(C=N1)C(=O)N1CCN(CC1)C1=NC(=C(C=C1C)C)C)=O ([6-(1,1-dioxo-1λ6-isothiazolidin-2-yl)pyridin-3-yl][4-(3,5,6-trimethylpyridin-2-yl)piperazin-1-yl]methanone). Isolated yield 41.5%. RXN SMILES: [O:1]=[S:2]1(=[O:18])[CH2:6][CH2:5][CH2:4][N:3]1[C:7]1[CH:17]=[CH:16][C:10]([C:11]([O:13]CC)=O)=[CH:9][N:8]=1.[CH3:19][C:20]1[C:21]([N:28]2[CH2:33][CH2:32][NH:31][CH2:30][CH2:29]2)=[N:22][C:23]([CH3:27])=[C:24]([CH3:26])[CH:25]=1>>[O:18]=[S:2]1(=[O:1])[CH2:6][CH2:5][CH2:4][N:3]1[C:7]1[N:8]=[CH:9][C:10]([C:11]([N:31]2[CH2:32][CH2:33][N:28]([C:21]3[C:20]([CH3:19])=[CH:25][C:24]([CH3:26])=[C:23]([CH3:27])[N:22]=3)[CH2:29][CH2:30]2)=[O:13])=[CH:16][CH:17]=1. Reported procedure: Using ethyl 6-(1,1-dioxo-1λ6-isothiazolidin-2-yl)nicotinate (135 mg) described in Preparation Example 25 and 1-(3,5,6-trimethylpyridin-2-yl)piperazine (103 mg) described in Preparation Example 92 and by the reaction and treatment in the same manner as in Example 109, the title compound (89 mg) was obtained.